describe an organic reaction: reactants, conditions, products, and yield From a dataset of the Open Reaction Database (ORD), a public repository of structured organic reaction records. Starting materials: Example 1 ( g ), ClCC=1C=NC=CC1 (3-chloromethyl-pyridine), OCCOC1=CC=C(C=C1)C1C(CN(CC1)C(=O)OC(C)(C)C)OCC1=CC2=CC=CC=C2C(=C1)OCOCC[Si](C)(C)C (tert-butyl (3RS,4RS)-4-[4-(2-hydroxy-ethoxy)-phenyl]-3-[4-(2-trimethylsilanyl-ethoxymethoxy)-naphthalen-2-ylmethoxy]-piperidine-1-carboxylate), Example 55 ( b ). Yields the product N1=CC(=CC=C1)COCCOC1=CC=C(C=C1)C1C(CN(CC1)C(=O)OC(C)(C)C)OCC1=CC2=CC=CC=C2C(=C1)OCOCC[Si](C)(C)C (tert-butyl (3RS,4RS)-4-{4-[2-(pyridin-3-ylmethoxy)-ethoxy]-phenyl}-3-[4-(2-trimethylsilanyl-ethoxymethoxy)-naphthalen-2-ylmethoxy]-piperidine-1-carboxylate). As a reaction SMILES: [OH:1][CH2:2][CH2:3][O:4][C:5]1[CH:10]=[CH:9][C:8]([CH:11]2[CH2:16][CH2:15][N:14]([C:17]([O:19][C:20]([CH3:23])([CH3:22])[CH3:21])=[O:18])[CH2:13][CH:12]2[O:24][CH2:25][C:26]2[CH:35]=[C:34]([O:36][CH2:37][O:38][CH2:39][CH2:40][Si:41]([CH3:44])([CH3:43])[CH3:42])[C:33]3[C:28](=[CH:29][CH:30]=[CH:31][CH:32]=3)[CH:27]=2)=[CH:7][CH:6]=1.Cl[CH2:46][C:47]1[CH:48]=[N:49][CH:50]=[CH:51][CH:52]=1>>[N:49]1[CH:50]=[CH:51][CH:52]=[C:47]([CH2:46][O:1][CH2:2][CH2:3][O:4][C:5]2[CH:6]=[CH:7][C:8]([CH:11]3[CH2:16][CH2:15][N:14]([C:17]([O:19][C:20]([CH3:23])([CH3:22])[CH3:21])=[O:18])[CH2:13][CH:12]3[O:24][CH2:25][C:26]3[CH:35]=[C:34]([O:36][CH2:37][O:38][CH2:39][CH2:40][Si:41]([CH3:44])([CH3:43])[CH3:42])[C:33]4[C:28](=[CH:29][CH:30]=[CH:31][CH:32]=4)[CH:27]=3)=[CH:9][CH:10]=2)[CH:48]=1. Reported procedure: In an analogous manner to that described in Example 1 (g), by alkylating tert-butyl (3RS,4RS)-4-[4-(2-hydroxy-ethoxy)-phenyl]-3-[4-(2-trimethylsilanyl-ethoxymethoxy)-naphthalen-2-ylmethoxy]-piperidine-1-carboxylate [Example 55 (b)] with 3-chloromethyl-pyridine there was obtained tert-butyl (3RS,4RS)-4-{4-[2-(pyridin-3-ylmethoxy)-ethoxy]-phenyl}-3-[4-(2-trimethylsilanyl-ethoxymethoxy)-naphthalen-2-ylmethoxy]-piperidine-1-carboxylate. Starting materials: CC1CCN(c2ccc(N)cc2C(=O)c2ccccc2)CC1, CCO, [Cu], O=N[O-], [Na+], O=S(=O)(O)O. Yields the product CC1CCN(c2ccccc2C(=O)c2ccccc2)CC1. As a reaction SMILES: [CH3:1][CH:2]1[CH2:3][CH2:4][N:5]([c:8]2[c:9]([C:15](=[O:16])[c:17]3[cH:18][cH:19][cH:20][cH:21][cH:22]3)[cH:10][c:11]([NH2:14])[cH:12][cH:13]2)[CH2:6][CH2:7]1.[CH3:32][CH2:33][OH:34].[Cu:35].[N:28]([O-:29])=[O:30].[Na+:31].[S:23](=[O:24])(=[O:25])([OH:26])[OH:27]>>[CH3:1][CH:2]1[CH2:3][CH2:4][N:5]([c:8]2[c:9]([C:15](=[O:16])[c:17]3[cH:18][cH:19][cH:20][cH:21][cH:22]3)[cH:10][cH:11][cH:12][cH:13]2)[CH2:6][CH2:7]1. Yield: 46.8%. Starting materials: C(C)(=O)O[C@@H]1[C@H](C(N1)=O)[C@@H](C)O[Si](C)(C)C(C)(C)C ((3R,4R)-4-acetoxy-3-[(R)-1-tert-butyldimethylsilyloxyethyl]azetidinone), C(C)(=O)C1=NN(C(=C1)CC)CC (3-Acetyl-1,5-diethylpyrazole), solution, C[Si](C)(C)[N-][Si](C)(C)C.[Li+] (lithium bis(trimethylsilyl)amide), [Cl-].[NH4+] (ammonium chloride). RXN SMILES: [C:1]([C:4]1[CH:8]=[C:7]([CH2:9][CH3:10])[N:6]([CH2:11][CH3:12])[N:5]=1)(=[O:3])[CH3:2].C[Si]([N-][Si](C)(C)C)(C)C.[Li+].C(O[C@H:27]1[NH:30][C:29](=[O:31])[C@@H:28]1[C@H:32]([O:34][Si:35]([C:38]([CH3:41])([CH3:40])[CH3:39])([CH3:37])[CH3:36])[CH3:33])(=O)C.[Cl-].[NH4+]>O1CCCC1.C(OCC)(=O)C>[CH2:11]([N:6]1[C:7]([CH2:9][CH3:10])=[CH:8][C:4]([C:1]([CH2:2][C@H:27]2[NH:30][C:29](=[O:31])[C@@H:28]2[C@H:32]([O:34][Si:35]([C:38]([CH3:39])([CH3:41])[CH3:40])([CH3:37])[CH3:36])[CH3:33])=[O:3])=[N:5]1)[CH3:12] |f:1.2,4.5|. Solvent: C(C)(=O)OCC (ethyl acetate), O1CCCC1 (THF), O1CCCC1 (tetrahydrofuran). Reaction conditions: time 45 minute. Procedure: 3-Acetyl-1,5-diethylpyrazole (1.65 g) in dry tetrahydrofuran (THF) (50 ml) under an argon atmosphere was cooled in an acetone/solid carbon dioxide bath and then treated with a 1M solution of lithium bis(trimethylsilyl)amide (19.8 ml). The mixture was stirred for 45 minutes and then (3R,4R)-4-acetoxy-3-[(R)-1-tert-butyldimethylsilyloxyethyl]azetidinone (2.84 g) in dry THF (10 ml), added by syringe over ca. 1 minute. The mixture was stirred in the cold for 5 h. Saturated aqueous ammonium chloride ... Product: C(C)N1N=C(C=C1CC)C(=O)C[C@@H]1[C@H](C(N1)=O)[C@@H](C)O[Si](C)(C)C(C)(C)C ((3S,4R)-4-[(1,5-diethylpyrazol-3-yl)carbonylmethyl]-3-[(R)-1-tert-butyldimethylsilyloxyethyl]azetidin-2-one).